This data is from the Open Reaction Database (ORD), a public repository of structured organic reaction records. The task is: describe an organic reaction: reactants, conditions, products, and yield Starting materials: O=C(O)c1cc(Br)cc(C(=O)O)c1, CO, COC(=O)c1cc(Br)cc(C(=O)OC)c1, [Na+], [OH-]. The product is COC(=O)c1cc(Br)cc(C(=O)O)c1. Reaction SMILES: [Br:18][c:19]1[cH:20][c:21]([C:22]([OH:23])=[O:24])[cH:25][c:26]([C:28]([OH:29])=[O:30])[cH:27]1.[CH3:31][OH:32].[CH3:3][O:4][C:5]([c:6]1[cH:7][c:8]([C:9](=[O:10])[O:11][CH3:12])[cH:13][c:14]([Br:16])[cH:15]1)=[O:17].[Na+:2].[OH-:1]>>[CH3:3][O:4][C:5]([c:6]1[cH:7][c:8]([C:9](=[O:10])[OH:11])[cH:13][c:14]([Br:16])[cH:15]1)=[O:17]. The reactants are ClC1=NC(=NC(=N1)Cl)N1CC2=CC(=C(C=C2CC1)OC)OC (2,4-Dichloro-6-(6,7-dimethoxy-1,2,3,4-tetrahydroisoquinolin-2-yl)-l,3,5-triazine), COC=1C=C(C=CC1OC)CCN (2-(3,4-dimethoxyphenyl)ethylamine), O1CCOCC1 (dioxane). Run in C([O-])([O-])=O.[Na+].[Na+] (sodium carbonate). Conditions: time 18 hour. The product is ClC1=NC(=NC(=N1)N1CC2=CC(=C(C=C2CC1)OC)OC)NCCC1=CC(=C(C=C1)OC)OC (2-Chloro-4-(6,7-dimethoxy-1,2,3,4-tetrahydroisoquinolin-2-yl)-6-(2-[3,4-dimethoxyphenyl]ethylamino)-1,3,5-triazine). RXN SMILES: [Cl:1][C:2]1[N:7]=[C:6](Cl)[N:5]=[C:4]([N:9]2[CH2:18][CH2:17][C:16]3[C:11](=[CH:12][C:13]([O:21][CH3:22])=[C:14]([O:19][CH3:20])[CH:15]=3)C2)[N:3]=1.[CH3:23][O:24][C:25]1[CH:26]=[C:27]([CH2:33][CH2:34][NH2:35])[CH:28]=[CH:29][C:30]=1[O:31][CH3:32].O1CCOC[CH2:37]1>C(=O)([O-])[O-].[Na+].[Na+]>[Cl:1][C:2]1[N:7]=[C:6]([N:35]2[CH2:34][CH2:33][C:27]3[C:28](=[CH:29][C:30]([O:31][CH3:32])=[C:25]([O:24][CH3:23])[CH:26]=3)[CH2:37]2)[N:5]=[C:4]([NH:9][CH2:18][CH2:17][C:16]2[CH:11]=[CH:12][C:13]([O:21][CH3:22])=[C:14]([O:19][CH3:20])[CH:15]=2)[N:3]=1 |f:3.4.5|. Procedure details: 2,4-Dichloro-6-(6,7-dimethoxy-1,2,3,4-tetrahydroisoquinolin-2-yl)-l,3,5-triazine (3.08 g, 9.03 mM) in dioxane (50 mL) and aqueous sodium carbonate solution (50 mL, 10% solution) was treated with 2-(3,4-dimethoxyphenyl)ethylamine (1.64 g, 9.03 mM). After stirring 18 hrs at ambient temperature the mixture was extracted with methylene chloride (3×75 mL). Filtration through a cotton plug and concentration provided a solid which was recrystallized from methylene chloride/ethanol to provide 3.52 g, (8...